Dataset: the Open Reaction Database (ORD), a public repository of structured organic reaction records. Task: describe an organic reaction: reactants, conditions, products, and yield Starting materials: C(C1=CC=CC=C1)OC(=O)NCC(=O)O (N-[(benzyloxy)carbonyl]glycine), Cl.CN(CCCN=C=NCC)C (1-(3-dimethylaminopropyl)-3-ethylcarbodiimide hydrochloride), O.ON1N=NC2=C1C=CC=C2 (1-hydroxybenzotriazole monohydrate), C[Si](CCO)(C)C (2-(trimethylsilyl)ethanol), C[Si](CCO)(C)C (2-(trimethylsilyl)ethanol), Cl.CN(CCCN=C=NCC)C (1-(3-dimethylaminopropyl)-3-ethylcarbodiimide hydrochloride). The reagents and catalysts are CN(C1=CC=NC=C1)C (4-dimethylaminopyridine). Solvent: C(Cl)(Cl)Cl (chloroform). Conditions: time 8 hour. Product: C(C1=CC=CC=C1)OC(=O)NCC(=O)OCC[Si](C)(C)C (2-(trimethylsilyl)ethyl N-[(benzyloxy)carbonyl]glycinate). As a reaction SMILES: [CH2:1]([O:8][C:9]([NH:11][CH2:12][C:13]([OH:15])=[O:14])=[O:10])[C:2]1[CH:7]=[CH:6][CH:5]=[CH:4][CH:3]=1.Cl.CN(C)CCCN=C=NCC.O.ON1C2C=CC=CC=2N=N1.[CH3:39][Si:40]([CH3:45])([CH3:44])[CH2:41][CH2:42]O>CN(C)C1C=CN=CC=1.C(Cl)(Cl)Cl>[CH2:1]([O:8][C:9]([NH:11][CH2:12][C:13]([O:15][CH2:42][CH2:41][Si:40]([CH3:45])([CH3:44])[CH3:39])=[O:14])=[O:10])[C:2]1[CH:3]=[CH:4][CH:5]=[CH:6][CH:7]=1 |f:1.2,3.4|. Procedure: To a mixture of N-[(benzyloxy)carbonyl]glycine (5.33 g), 1-(3-dimethylaminopropyl)-3-ethylcarbodiimide hydrochloride (5.86 g), 1-hydroxybenzotriazole monohydrate (4.68 g) and chloroform (51.0 mL), 2-(trimethylsilyl)ethanol (4.36 mL) was added and the mixture was stirred at room temperature for 8 hours. To the reaction mixture, 2-(trimethylsilyl)ethanol (3.00 mL), 1-(3-dimethylaminopropyl)-3-ethylcarbodiimide hydrochloride (2.93 g) and 4-dimethylaminopyridine (312 mg) were added and the mixture w... Starting materials: CC(OC(=O)Cl)Cl (ACE-Cl), C(C1=CC=CC=C1)N1C[C@]2(CCC3=C([C@@H]2C1)C=CC=C3\C=C/C)C (trans-2-Benzyl-3a-methyl-6-((Z)-prop-1-enyl)-2,3,3a,4,5,9b-hexahydro-1H-benzo[e]isoindole), CO (MeOH). The solvent is C1(=CC=CC=C1)C (toluene). Reaction conditions: temperature 160 celsius. Yields the product Cl.C[C@@]12CCC3=C([C@@H]2CNC1)C=CC=C3\C=C/C (trans-3a-methyl-6-((Z)-prop-1-enyl)-2,3,3a,4,5,9b-hexahydro-1H-benzo[e]isoindole hydrochloride). Yield: 13.6%. Reaction SMILES: C([N:8]1[CH2:16][C@@H:15]2[C@:10]([CH3:24])([CH2:11][CH2:12][C:13]3[C:20](/[CH:21]=[CH:22]\[CH3:23])=[CH:19][CH:18]=[CH:17][C:14]=32)[CH2:9]1)C1C=CC=CC=1.CC(Cl)OC([Cl:30])=O.CO>C1(C)C=CC=CC=1>[ClH:30].[CH3:24][C@@:10]12[CH2:9][NH:8][CH2:16][C@H:15]1[C:14]1[CH:17]=[CH:18][CH:19]=[C:20](/[CH:21]=[CH:22]\[CH3:23])[C:13]=1[CH2:12][CH2:11]2 |f:4.5|. Procedure details: trans-2-Benzyl-3a-methyl-6-((Z)-prop-1-enyl)-2,3,3a,4,5,9b-hexahydro-1H-benzo[e]isoindole (0.378 mmol, 120 mg) was dissolved in toluene (1 ml) and ACE-Cl (2.65 mmol, 291 μl) was added. The reaction mixture was heated to 160° C. for 15 minutes in a microwave reactor then MeOH (1 ml) was added. The reaction mixture was again heated in a microwave reactor at 160° C. for 5 minutes and the resulting solution was passed through an SCX cartridge and then purified by prep-HPLC. HCl in ether (1 ml) was a... The reactants are O=C1CCC(=O)N1Br, O=C(OOC(=O)c1ccccc1)c1ccccc1, ClC(Cl)(Cl)Cl, CCOC(=O)C=C(C)Oc1ccc(C)nc1. The product is CCOC(=O)C=C(CBr)Oc1ccc(C)nc1. As a reaction SMILES: [Br:17][N:18]1[C:19](=[O:20])[CH2:21][CH2:22][C:23]1=[O:24].[C:25]([O:26][O:27][C:28](=[O:29])[c:30]1[cH:31][cH:32][cH:33][cH:34][cH:35]1)(=[O:36])[c:37]1[cH:38][cH:39][cH:40][cH:41][cH:42]1.[C:43]([Cl:44])([Cl:45])([Cl:46])[Cl:47].[CH2:1]([CH3:2])[O:3][C:4]([CH:5]=[C:6]([CH3:7])[O:8][c:9]1[cH:10][n:11][c:12]([CH3:15])[cH:13][cH:14]1)=[O:16]>>[CH2:1]([CH3:2])[O:3][C:4]([CH:5]=[C:6]([CH2:7][Br:17])[O:8][c:9]1[cH:10][n:11][c:12]([CH3:15])[cH:13][cH:14]1)=[O:16]. The reactants are B(Br)(Br)Br (boron tribromide), monohydroxy, COC1=CC=C(C(=O)C=2CC3=CC(=CC=C3C2C2=CC=CC=C2)OC)C=C1 (2-(4-Methoxybenzoyl)-3-phenyl-6-methoxyindene), B(Br)(Br)Br (boron tribromide), monohydroxy. Solvent: ClCCl (dichloromethane). Run at time 24 hour. The product is OC1=CC=C(C(=O)C=2CC3=CC(=CC=C3C2C2=CC=CC=C2)O)C=C1 (2-(4-Hydroxybenzoyl)-3-phenyl-6-hydroxyindene). Reaction SMILES: C[O:2][C:3]1[CH:27]=[CH:26][C:6]([C:7]([C:9]2[CH2:10][C:11]3[C:16]([C:17]=2[C:18]2[CH:23]=[CH:22][CH:21]=[CH:20][CH:19]=2)=[CH:15][CH:14]=[C:13]([O:24]C)[CH:12]=3)=[O:8])=[CH:5][CH:4]=1.B(Br)(Br)Br>ClCCl>[OH:2][C:3]1[CH:27]=[CH:26][C:6]([C:7]([C:9]2[CH2:10][C:11]3[C:16]([C:17]=2[C:18]2[CH:23]=[CH:22][CH:21]=[CH:20][CH:19]=2)=[CH:15][CH:14]=[C:13]([OH:24])[CH:12]=3)=[O:8])=[CH:5][CH:4]=1. Reported procedure: To a solution of 4 gms. of the product from Example 1 in dichloromethane were added two equivalents of boron tribromide. The resulting mixture was stirred for 24 hours. Analysis of the reaction mixture by TLC indicated the presence of starting material, product, and some of the monohydroxy compound. Another equivalent of boron tribromide was added, and the mixture was stirred for a total of 72 hrs. TLC indicated no starting material and only traces of the monohydroxy derivative. The product was ... Reactants: O=C([O-])[O-], C=Cc1ccccc1, C=Cc1ccc(Nc2ccc(C)cc2CC(=O)N(C)C)c(F)c1C(F)(F)F, [Cs+], [Cs+], c1ccc(P(CCCP(c2ccccc2)c2ccccc2)c2ccccc2)cc1. Product: CCc1ccc(Nc2ccc(C)cc2CC(=O)N(C)C)c(F)c1C(F)(F)F. RXN SMILES: [C:36](=[O:37])([O-:38])[O-:39].[CH2:1]=[CH:2][c:3]1[cH:4][cH:5][cH:6][cH:7][cH:8]1.[CH3:9][N:10]([C:11]([CH2:12][c:13]1[c:14]([NH:20][c:21]2[c:22]([F:33])[c:23]([C:29]([F:30])([F:31])[F:32])[c:24]([CH:27]=[CH2:28])[cH:25][cH:26]2)[cH:15][cH:16][c:17]([CH3:19])[cH:18]1)=[O:34])[CH3:35].[Cs+:40].[Cs+:41].[P:42]([CH2:43][CH2:44][CH2:45][P:46]([c:47]1[cH:48][cH:49][cH:50][cH:51][cH:52]1)[c:53]1[cH:54][cH:55][cH:56][cH:57][cH:58]1)([c:59]1[cH:60][cH:61][cH:62][cH:63][cH:64]1)[c:65]1[cH:66][cH:67][cH:68][cH:69][cH:70]1>>[CH3:9][N:10]([C:11]([CH2:12][c:13]1[c:14]([NH:20][c:21]2[c:22]([F:33])[c:23]([C:29]([F:30])([F:31])[F:32])[c:24]([CH2:27][CH3:28])[cH:25][cH:26]2)[cH:15][cH:16][c:17]([CH3:19])[cH:18]1)=[O:34])[CH3:35]. Starting materials: C(C)(C)(C)OC(=O)N1CCC(=C(C1)C(N)=O)C1=CC2=C(C3=NC(=CN3CCO2)C=2N(N=CN2)C(C)C)C=C1 (5-Carbamoyl-4-[2-(2-isopropyl-2H[1,2,4]triazol-3-yl)-4,5-dihydro-6-oxa-1,3a-diaza-benzo[e]azulen-8-yl]-3,6-dihydro-2H-pyridine-1-carboxylic acid tert-butyl ester), C([O-])([O-])=O.C(C=C)[N+](CC=C)(CC=C)CC=C.C(C=C)[N+](CC=C)(CC=C)CC=C (tetra allylammonium carbonate). Solvent: C(Cl)Cl (DCM), C(=O)(C(F)(F)F)O (TFA), CO (methanol), C(Cl)Cl (DCM). The product is C(C)(C)N1N=CN=C1C1=CN2CCOC3=C(C2=N1)C=CC(=C3)C3=C(CNCC3)C(=O)N (4-[2-(2-Isopropyl-2H[1,2,4]triazol-3-yl)-4,5-dihydro-6-oxa-1,3a-diaza-benzo[e]azulen-8-yl]-1,2,5,6-tetrahydro-pyridine-3-carboxylic acid amide). Yield: 82.0%. RXN SMILES: C(OC([N:8]1[CH2:13][C:12]([C:14](=[O:16])[NH2:15])=[C:11]([C:17]2[CH:38]=[CH:37][C:20]3[C:21]4[N:25]([CH2:26][CH2:27][O:28][C:19]=3[CH:18]=2)[CH:24]=[C:23]([C:29]2[N:30]([CH:34]([CH3:36])[CH3:35])[N:31]=[CH:32][N:33]=2)[N:22]=4)[CH2:10][CH2:9]1)=O)(C)(C)C.C(=O)([O-])[O-].C([N+](CC=C)(CC=C)CC=C)C=C.C([N+](CC=C)(CC=C)CC=C)C=C>C(O)(C(F)(F)F)=O.CO.C(Cl)Cl>[CH:34]([N:30]1[C:29]([C:23]2[N:22]=[C:21]3[N:25]([CH2:26][CH2:27][O:28][C:19]4[CH:18]=[C:17]([C:11]5[CH2:10][CH2:9][NH:8][CH2:13][C:12]=5[C:14]([NH2:15])=[O:16])[CH:38]=[CH:37][C:20]=43)[CH:24]=2)=[N:33][CH:32]=[N:31]1)([CH3:36])[CH3:35] |f:1.2.3|. Procedure: 5-Carbamoyl-4-[2-(2-isopropyl-2H[1,2,4]triazol-3-yl)-4,5-dihydro-6-oxa-1,3a-diaza-benzo[e]azulen-8-yl]-3,6-dihydro-2H-pyridine-1-carboxylic acid tert-butyl ester was stirred in TFA (1 mL) and DCM (2 mL) for 2 h. The reaction mixture was concentrated in vacuo and the residue triturated with diethyl ether to give a solid. The solid was then treated with tetra allylammonium carbonate (polymer bound) (1.84 g, 4.68 mmol) in methanol and DCM for 30 min. The resin was filtered off and the filtrate conc... The reactants are [H-].[Na+] (Sodium hydride), CN(C)C=O (DMF), S1C2=C(C=C1)C(=CC=C2)N2CCN(CC2)CCCO (3-(4-benzo[b]thiophen-4-yl-piperazin-1-yl)propanol), CNC(=O)C=1N=C(SC1)Cl (N-methyl-2-chlorothiazole-4-carboxamide). The solvent is O (water). Run at temperature 80 celsius, time 1.5 hour. Yields the product Cl.CNC(=O)C=1N=C(SC1)OCCCN1CCN(CC1)C1=CC=CC=2SC=CC21 (N-methyl-2-[3-(4-benzo[b]thiophen-4-yl-piperazin-1-yl)propoxy]thiazole-4-carboxamide hydrochloride). The yield is 75.7%. RXN SMILES: [H-].[Na+].CN(C=O)C.[S:8]1[CH:12]=[CH:11][C:10]2[C:13]([N:17]3[CH2:22][CH2:21][N:20]([CH2:23][CH2:24][CH2:25][OH:26])[CH2:19][CH2:18]3)=[CH:14][CH:15]=[CH:16][C:9]1=2.[CH3:27][NH:28][C:29]([C:31]1[N:32]=[C:33]([Cl:36])[S:34][CH:35]=1)=[O:30]>O>[ClH:36].[CH3:27][NH:28][C:29]([C:31]1[N:32]=[C:33]([O:26][CH2:25][CH2:24][CH2:23][N:20]2[CH2:19][CH2:18][N:17]([C:13]3[C:10]4[CH:11]=[CH:12][S:8][C:9]=4[CH:16]=[CH:15][CH:14]=3)[CH2:22][CH2:21]2)[S:34][CH:35]=1)=[O:30] |f:0.1,6.7|. Procedure: Sodium hydride (55%, oily, 90 mg, 2.2 mmol) was added to a DMF solution (2 ml) of 3-(4-benzo[b]thiophen-4-yl-piperazin-1-yl)propanol (0.2 g, 0.7 mmol) and N-methyl-2-chlorothiazole-4-carboxamide (0.26 g, 1.45 mmol) under ice cooling and the solution was stirred at 80° C. for 1.5 hours. After the reaction solution was cooled to room temperature and water was added thereto, it was extracted with ethyl acetate. The extraction solution with ethyl acetate was washed with water, dried over magnesium s... Reactants: BrCc1cccc(Br)c1, C[Si](C)(C)[N-][Si](C)(C)C, [Na+], CN(C)C=O, COC(=O)C(C)N=C(c1ccccc1)c1ccccc1. Yields the product COC(=O)C(C)(Cc1cccc(Br)c1)N=C(c1ccccc1)c1ccccc1. Reaction SMILES: [Br:31][c:32]1[cH:33][c:34]([CH2:35][Br:36])[cH:37][cH:38][cH:39]1.[CH3:22][Si:23]([N-:24][Si:25]([CH3:26])([CH3:27])[CH3:28])([CH3:29])[CH3:30].[Na+:21].[O:40]=[CH:41][N:42]([CH3:43])[CH3:44].[c:1]1([C:7](=[N:8][CH:9]([CH3:10])[C:11](=[O:12])[O:13][CH3:14])[c:15]2[cH:16][cH:17][cH:18][cH:19][cH:20]2)[cH:2][cH:3][cH:4][cH:5][cH:6]1>>[c:1]1([C:7](=[N:8][C:9]([CH3:10])([C:11](=[O:12])[O:13][CH3:14])[CH2:35][c:34]2[cH:33][c:32]([Br:31])[cH:39][cH:38][cH:37]2)[c:15]2[cH:16][cH:17][cH:18][cH:19][cH:20]2)[cH:2][cH:3][cH:4][cH:5][cH:6]1.